The task is: describe an organic reaction: reactants, conditions, products, and yield. This data is from the Open Reaction Database (ORD), a public repository of structured organic reaction records. Starting materials: CCCN1CC=CC2(C)c3cc(OC)ccc3OCC12, CCO. Yields the product CCCN1CCCC2(C)c3cc(OC)ccc3OCC12. Reaction SMILES: [CH3:1][O:2][c:3]1[cH:4][cH:5][c:6]2[c:7]([cH:8]1)[C:9]1([CH3:20])[CH:10]([N:11]([CH2:15][CH2:16][CH3:17])[CH2:12][CH:13]=[CH:14]1)[CH2:18][O:19]2.[CH3:21][CH2:22][OH:23]>>[CH3:1][O:2][c:3]1[cH:4][cH:5][c:6]2[c:7]([cH:8]1)[C:9]1([CH3:20])[CH:10]([N:11]([CH2:15][CH2:16][CH3:17])[CH2:12][CH2:13][CH2:14]1)[CH2:18][O:19]2. Starting materials: OC1=CC=C(C=C1)C=1C=C(C2=C(C=CO2)C1)C=O (5-(4-hydroxyphenyl)-benzofuran-7-carbaldehyde), NO (hydroxylamine), CO (MeOH), N1=CC=CC=C1 (pyridine). The solvent is CCOCC (ether). Conditions: temperature 68 celsius, time 5 minute. The product is OC1=CC=C(C=C1)C=1C=C(C2=C(C=CO2)C1)C=NO (5-(4-Hydroxyphenyl)-1-benzofuran-7-carbaldehyde oxime). Reaction SMILES: [OH:1][C:2]1[CH:7]=[CH:6][C:5]([C:8]2[CH:9]=[C:10]([CH:17]=O)[C:11]3[O:15][CH:14]=[CH:13][C:12]=3[CH:16]=2)=[CH:4][CH:3]=1.[NH2:19][OH:20].CO.N1C=CC=CC=1>CCOCC>[OH:1][C:2]1[CH:7]=[CH:6][C:5]([C:8]2[CH:9]=[C:10]([CH:17]=[N:19][OH:20])[C:11]3[O:15][CH:14]=[CH:13][C:12]=3[CH:16]=2)=[CH:4][CH:3]=1. Reported procedure: To a 10 ml round bottom flask was added 5-(4-hydroxyphenyl)-benzofuran-7-carbaldehyde (76 mg, 0.32 mmol), hydroxylamine hydrochlorode (44.4 mg, 0.64 mmol), anhydrous MeOH (2 ml), and anhydrous pyridine (0.06 ml, 0.67 mmol). The reaction was then heated to 68° C. and the reaction was done in 5 minutes. The reaction was then cooled to room temperature, dilute with ether, and the layers separated. The ether layer was washed with water, dried over anhydrous Na2SO4, passed through a silica plug, and ... Reactants: C(CCC)[C@@H]1CC[C@H](CC1)CC(=O)O (trans-4-butylcyclohexyl acetic acid), NaAlH2 (OC2H4OCH3)2, O (water), Cl (HCl). Solvent: C1(=CC=CC=C1)C (toluene), C1(=CC=CC=C1)C (toluene), C1(=CC=CC=C1)C (toluene). Conditions: temperature 90 celsius, time 3 hour. Product: C(CCC)[C@@H]1CC[C@H](CC1)CCO (2-(trans-4'-butylcyclohexyl)ethanol). The yield is 89.5%. Reaction SMILES: [CH2:1]([C@H:5]1[CH2:10][CH2:9][C@H:8]([CH2:11][C:12](O)=[O:13])[CH2:7][CH2:6]1)[CH2:2][CH2:3][CH3:4].O.Cl>C1(C)C=CC=CC=1>[CH2:1]([C@H:5]1[CH2:6][CH2:7][C@H:8]([CH2:11][CH2:12][OH:13])[CH2:9][CH2:10]1)[CH2:2][CH2:3][CH3:4]. Reported procedure: 37 g (0.19 mol) of trans-4-butylcyclohexyl acetic acid was dispersed in 190 cm) of anhydrous toluene, 160 cm3 (0.57 mol) of 70% of NaAlH2 (OC2H4OCH3)2 in toluene was added dropwise while stirring at a rate where the toluene refluxed quietly, after which it was stirred for 3 hours on a 90° C. hot water bath. The reactant was cooled to room temperature, 40 cm3 of water and 500 cm3 of 15% HCl were added dropwise while stirring, the oily layer was taken off, and the water layer was extracted with to...